From a dataset of the Open Reaction Database (ORD), a public repository of structured organic reaction records. describe an organic reaction: reactants, conditions, products, and yield Reactants: CC(C)(C)O, CC=C(C)C, [O-][Cl+][O-], O=Cc1nc(C(F)(F)F)c[nH]1, [Na+], [Na+], O, O, O=P([O-])(O)O. The product is O=C(O)c1nc(C(F)(F)F)c[nH]1. Reaction SMILES: [C:29]([OH:30])([CH3:31])([CH3:32])[CH3:33].[CH3:9][C:10](=[CH:11][CH3:12])[CH3:13].[Cl+:14]([O-:15])[O-:16].[F:18][C:19]([c:20]1[n:21][c:22]([CH:25]=[O:26])[nH:23][cH:24]1)([F:27])[F:28].[Na+:17].[Na+:8].[OH2:1].[OH2:2].[P:3]([O-:4])([OH:5])([OH:6])=[O:7]>>[OH:1][C:25]([c:22]1[n:21][c:20]([C:19]([F:18])([F:27])[F:28])[cH:24][nH:23]1)=[O:26]. Starting materials: CCOC(=O)C(C)(Cc1ccc(OCCC2CN(Cc3cccc(C(F)(F)F)c3)C(=O)N2C)cc1)Oc1ccccc1, CCO, Cl, [Na+], [OH-]. The product is CN1C(=O)N(Cc2cccc(C(F)(F)F)c2)CC1CCOc1ccc(CC(C)(Oc2ccccc2)C(=O)O)cc1. Reaction SMILES: [CH2:1]([CH3:2])[O:3][C:4]([C:5]([CH2:6][c:7]1[cH:8][cH:9][c:10]([O:13][CH2:14][CH2:15][CH:16]2[N:17]([CH3:33])[C:18](=[O:32])[N:19]([CH2:21][c:22]3[cH:23][c:24]([C:28]([F:29])([F:30])[F:31])[cH:25][cH:26][cH:27]3)[CH2:20]2)[cH:11][cH:12]1)([O:34][c:35]1[cH:36][cH:37][cH:38][cH:39][cH:40]1)[CH3:41])=[O:42].[CH3:46][CH2:47][OH:48].[ClH:45].[Na+:44].[OH-:43]>>[O:3]=[C:4]([C:5]([CH2:6][c:7]1[cH:8][cH:9][c:10]([O:13][CH2:14][CH2:15][CH:16]2[N:17]([CH3:33])[C:18](=[O:32])[N:19]([CH2:21][c:22]3[cH:23][c:24]([C:28]([F:29])([F:30])[F:31])[cH:25][cH:26][cH:27]3)[CH2:20]2)[cH:11][cH:12]1)([O:34][c:35]1[cH:36][cH:37][cH:38][cH:39][cH:40]1)[CH3:41])[OH:42]. Starting materials: N1CCCC2=CC=CC=C12 (1,2,3,4-tetrahydroquinoline), FC1=CC2=C(N3C4=C(C(=N2)N2CCN(CC2)C)C=CC=C4CC3)C=C1 (9-fluoro-6-(4-methyl-1piperazinyl)-1,2-dihydrobenzo[b]pyrrolo[3,2,1-jk][1,4]benzodiazepine), ClC=1C=CC(=C(C1)[N+](=O)[O-])F (5-chloro-2-fluoronitrobenzene), 1a. Product: ClC1=CC(=C(C=C1)N1CCCC2=CC=CC=C12)[N+](=O)[O-] (1-(4-chloro-2-nitrophenyl)-1,2,3,4-tetrahydroquinoline), NC1=C(C=CC(=C1)Cl)N1CCCC2=CC=CC=C12 (1-(2-amino-4-chlorophenyl)-1,2,3,4-tetrahydroquinoline), N-[2-{1-(5-chlorophenyl)-1,2,3,4-tetrahydroquinoline-1-yl}]-4-methyl-1-piperazine carboxamide, ClC=1C=CC2=C(N=C(C3=C4N2CCCC4=CC=C3)N3CCN(CC3)C)C1 (10-chloro-7-(4-methyl-1-piperazinyl)-2,3-dihydro-1H-quino[1,8-ab][1,5]benzodiazepine). RXN SMILES: [NH:1]1[C:10]2[C:5](=[CH:6][CH:7]=[CH:8][CH:9]=2)[CH2:4][CH2:3][CH2:2]1.[Cl:11][C:12]1[CH:13]=[CH:14][C:15](F)=[C:16]([N+:18]([O-:20])=[O:19])[CH:17]=1.F[C:23]1[CH:46]=[CH:45][C:26]2[N:27]3[CH2:44][CH2:43][C:42]4[C:28]3=[C:29]([CH:39]=[CH:40][CH:41]=4)[C:30]([N:32]3[CH2:37][CH2:36][N:35]([CH3:38])[CH2:34][CH2:33]3)=[N:31][C:25]=2[CH:24]=1>>[Cl:11][C:12]1[CH:13]=[CH:14][C:15]([N:1]2[C:10]3[C:5](=[CH:6][CH:7]=[CH:8][CH:9]=3)[CH2:4][CH2:3][CH2:2]2)=[C:16]([N+:18]([O-:20])=[O:19])[CH:17]=1.[NH2:31][C:25]1[CH:24]=[C:23]([Cl:11])[CH:46]=[CH:45][C:26]=1[N:27]1[C:28]2[C:29](=[CH:39][CH:40]=[CH:41][CH:42]=2)[CH2:30][CH2:43][CH2:44]1.[Cl:11][C:12]1[CH:13]=[CH:14][C:15]2[N:27]3[CH2:26][CH2:45][CH2:46][C:42]4=[CH:41][CH:40]=[CH:39][C:29](=[C:28]34)[C:30]([N:32]3[CH2:33][CH2:34][N:35]([CH3:38])[CH2:36][CH2:37]3)=[N:18][C:16]=2[CH:17]=1. Procedure details: Starting with 1,2,3,4-tetrahydroquinoline and 5-chloro-2-fluoronitrobenzene and following the steps of 1a to 1f of Example 2, one may obtain, in sequence, 1-(4-chloro-2-nitrophenyl)-1,2,3,4-tetrahydroquinoline, 1-(2-amino-4-chlorophenyl)-1,2,3,4-tetrahydroquinoline, N-[2-{1-(5-chlorophenyl)-1,2,3,4-tetrahydroquinoline-1-yl}]-4-methyl-1-piperazine carboxamide, and 10-chloro-7-(4-methyl-1-piperazinyl)-2,3-dihydro-1H-quino[1,8-ab][1,5]benzodiazepine. Starting materials: Cc1ncccc1NS(C)(=O)=O, C1COCCO1, O, O=[Se]=O. Yields the product CS(=O)(=O)Nc1cccnc1C=O. As a reaction SMILES: [CH3:1][S:2](=[O:3])(=[O:4])[NH:5][c:6]1[c:7]([CH3:12])[n:8][cH:9][cH:10][cH:11]1.[O:17]1[CH2:18][CH2:19][O:20][CH2:21][CH2:22]1.[OH2:13].[Se:14](=[O:15])=[O:16]>>[CH3:1][S:2](=[O:3])(=[O:4])[NH:5][c:6]1[c:7]([CH:12]=[O:15])[n:8][cH:9][cH:10][cH:11]1. Starting materials: ClCCCOC1=CC=C(C=C1)C1=CC=C(C=C1)C(=O)N1CCCC1 (1-{[4′-(3-Chloropropoxy)[1,1′-biphenyl]-4-yl]carbonyl}pyrrolidine), N1C[C@@H](CC1)O ((3R)-3-pyrrolidinol). Yields the product N1(CCCC1)C(=O)C1=CC=C(C=C1)C1=CC=C(C=C1)OCCCN1C[C@@H](CC1)O ((3R)-1-(3-{[4′-(1-pyrrolidinylcarbonyl)[1,1′-biphenyl]-4-yl]oxy}propyl)-3-pyrrolidinol). As a reaction SMILES: Cl[CH2:2][CH2:3][CH2:4][O:5][C:6]1[CH:11]=[CH:10][C:9]([C:12]2[CH:17]=[CH:16][C:15]([C:18]([N:20]3[CH2:24][CH2:23][CH2:22][CH2:21]3)=[O:19])=[CH:14][CH:13]=2)=[CH:8][CH:7]=1.[NH:25]1[CH2:29][CH2:28][C@@H:27]([OH:30])[CH2:26]1>>[N:20]1([C:18]([C:15]2[CH:16]=[CH:17][C:12]([C:9]3[CH:10]=[CH:11][C:6]([O:5][CH2:4][CH2:3][CH2:2][N:25]4[CH2:29][CH2:28][C@@H:27]([OH:30])[CH2:26]4)=[CH:7][CH:8]=3)=[CH:13][CH:14]=2)=[O:19])[CH2:24][CH2:23][CH2:22][CH2:21]1. Procedure: 1-{[4′-(3-Chloropropoxy)[1,1′-biphenyl]-4-yl]carbonyl}pyrrolidine and (3R)-3-pyrrolidinol were processed as described in Example 159 to provide the title compound. Starting materials: CO, CCCOC1CN(c2nc(-c3ncnn3C)c(C(=O)OC)s2)CCC1NC(=O)c1cc(Cl)c(C)[nH]1, [Na+], [OH-]. The product is CCCOC1CN(c2nc(-c3ncnn3C)c(C(=O)O)s2)CCC1NC(=O)c1cc(Cl)c(C)[nH]1. Reaction SMILES: [CH3:38][OH:39].[Cl:1][c:2]1[cH:3][c:4]([C:8](=[O:9])[NH:10][CH:11]2[CH:12]([O:32][CH2:33][CH2:34][CH3:35])[CH2:13][N:14]([c:17]3[s:18][c:19]([C:28](=[O:29])[O:30][CH3:31])[c:20](-[c:22]4[n:23][cH:24][n:25][n:26]4[CH3:27])[n:21]3)[CH2:15][CH2:16]2)[nH:5][c:6]1[CH3:7].[Na+:37].[OH-:36]>>[Cl:1][c:2]1[cH:3][c:4]([C:8](=[O:9])[NH:10][CH:11]2[CH:12]([O:32][CH2:33][CH2:34][CH3:35])[CH2:13][N:14]([c:17]3[s:18][c:19]([C:28](=[O:29])[OH:30])[c:20](-[c:22]4[n:23][cH:24][n:25][n:26]4[CH3:27])[n:21]3)[CH2:15][CH2:16]2)[nH:5][c:6]1[CH3:7]. Procedure details: 3-benzyl-2-(1-bromopropyl)-3,5,6,7-tetrahydro-4H-cyclopenta[d]pyrimidin-4-one (1-3, 0.080 g, 0.23 mmol) was dissolved in EtOH (2.0 mL) and treated with N,N-dimethyl ethylenediamine (0.05 mL, 0.46 mmol). The reaction was heated to 80° C. for 24 hours. The reaction was diluted with EtOAc (10 mL), washed with 5% NH4Cl, and dried over MgSO4. The organics were concentrated under reduced pressure to provide 3-benzyl-2-(1-{[2-(dimethylamino)-ethyl]amino}propyl)-3,5,6,7-tetrahydro-4H-cyclopenta[d]pyrimi... Reaction conditions: temperature 80 celsius. Run in CCO (EtOH), CCOC(=O)C (EtOAc). Reaction SMILES: [CH2:1]([N:8]1[C:13](=[O:14])[C:12]2[CH2:15][CH2:16][CH2:17][C:11]=2[N:10]=[C:9]1[CH:18](Br)[CH2:19][CH3:20])[C:2]1[CH:7]=[CH:6][CH:5]=[CH:4][CH:3]=1.[CH3:22][N:23]([CH3:27])[CH2:24][CH2:25][NH2:26]>CCO.CCOC(C)=O>[CH2:1]([N:8]1[C:13](=[O:14])[C:12]2[CH2:15][CH2:16][CH2:17][C:11]=2[N:10]=[C:9]1[CH:18]([NH:26][CH2:25][CH2:24][N:23]([CH3:27])[CH3:22])[CH2:19][CH3:20])[C:2]1[CH:7]=[CH:6][CH:5]=[CH:4][CH:3]=1. Starting materials: C(C1=CC=CC=C1)N1C(=NC2=C(C1=O)CCC2)C(CC)Br (3-benzyl-2-(1-bromopropyl)-3,5,6,7-tetrahydro-4H-cyclopenta[d]pyrimidin-4-one), CN(CCN)C (N,N-dimethyl ethylenediamine). The product is C(C1=CC=CC=C1)N1C(=NC2=C(C1=O)CCC2)C(CC)NCCN(C)C (3-benzyl-2-(1-{[2-(dimethylamino)ethyl]amino}propyl)-3,5,6,7-tetrahydro-4H-cyclopenta[d]pyrimidin-4-one). Reactants: COC(=O)Cc1cccc(Cc2nc3c(F)c(F)cc(F)c3s2)c1, [Na+], C1COCCO1, [OH-], O. Product: O=C(O)Cc1cccc(Cc2nc3c(F)c(F)cc(F)c3s2)c1. As a reaction SMILES: [F:1][c:2]1[c:3]([F:24])[cH:4][c:5]([F:23])[c:6]2[c:7]1[n:8][c:9]([CH2:11][c:12]1[cH:13][c:14]([CH2:18][C:19](=[O:20])[O:21][CH3:22])[cH:15][cH:16][cH:17]1)[s:10]2.[Na+:26].[O:28]1[CH2:29][CH2:30][O:31][CH2:32][CH2:33]1.[OH-:25].[OH2:27]>>[F:1][c:2]1[c:3]([F:24])[cH:4][c:5]([F:23])[c:6]2[c:7]1[n:8][c:9]([CH2:11][c:12]1[cH:13][c:14]([CH2:18][C:19](=[O:20])[OH:21])[cH:15][cH:16][cH:17]1)[s:10]2. The reactants are C(C)(C)(C)N=C(N(C)C)N(C)C (2-(tert-butyl)-1,1,3,3-tetramethylguanidine), C1(CC1)C1=CC=C(N=N1)NS(=O)(=O)C1=CC=C(C=C1)OCC=1C(=NOC1C)C (N-(6-cyclopropylpyridazin-3-yl)-4-((3,5-dimethylisoxazol-4-yl)methoxy)benzenesulfonamide), BrCC(C)C (1-bromo-2-methylpropane). The solvent is C(C)#N (acetonitrile). Reaction conditions: time 1 hour. Product: C1(CC1)C1=CC=C(N=N1)N(S(=O)(=O)C1=CC=C(C=C1)OCC=1C(=NOC1C)C)CC(C)C (N-(6-cyclopropylpyridazin-3-yl)-4-((3,5-dimethylisoxazol-4-yl)methoxy)-N-isobutylbenzenesulfonamide). The yield is 4.8%. Reaction SMILES: [CH:1]1([C:4]2[N:9]=[N:8][C:7]([NH:10][S:11]([C:14]3[CH:19]=[CH:18][C:17]([O:20][CH2:21][C:22]4[C:23]([CH3:28])=[N:24][O:25][C:26]=4[CH3:27])=[CH:16][CH:15]=3)(=[O:13])=[O:12])=[CH:6][CH:5]=2)[CH2:3][CH2:2]1.[C:29](N=C(N(C)C)N(C)C)([CH3:32])([CH3:31])[CH3:30].BrCC(C)C>C(#N)C>[CH:1]1([C:4]2[N:9]=[N:8][C:7]([N:10]([CH2:30][CH:29]([CH3:32])[CH3:31])[S:11]([C:14]3[CH:15]=[CH:16][C:17]([O:20][CH2:21][C:22]4[C:23]([CH3:28])=[N:24][O:25][C:26]=4[CH3:27])=[CH:18][CH:19]=3)(=[O:12])=[O:13])=[CH:6][CH:5]=2)[CH2:2][CH2:3]1. Reported procedure: To a solution of N-(6-cyclopropylpyridazin-3-yl)-4-((3,5-dimethylisoxazol-4-yl)methoxy)benzenesulfonamide (51 mg, 0.127 mmol) in acetonitrile (0.1 mL) stirred at room temperature, was added 2-(tert-butyl)-1,1,3,3-tetramethylguanidine (0.051 mL, 0.255 mmol). The mixture was stirred at room temperature for 1 hour, then 1-bromo-2-methylpropane (0.028 mL, 0.255 mmol) added. The reaction was then heated by microwaves to 150° C., for 30 minutes. After cooling the solvent was removed under a stream of ...